This data is from the Open Reaction Database (ORD), a public repository of structured organic reaction records. The task is: describe an organic reaction: reactants, conditions, products, and yield The reactants are CS(=O)C1=NN=C2N1C(C=1NC=NC1N2CCCCC)=O (3-(methylsulfinyl)-9-pentyl-6,9-dihydro-5h-[1,2,4]triazolo[4,3-a]purin-5-one), CS(=O)(=O)C1=NN=C2N1C(C=1NC=NC1N2CCCCC)=O (3-(methylsulfonyl)-9-pentyl-6,9-dihydro-5h-[1,2,4]triazolo[4,3-a]purin-5-one), BrN1C(CCC1=O)=O (N-bromosuccinimide). Solvent: O (water), C1CCOC1 (THF). Reaction conditions: temperature 70 celsius, time 3 hour. Yields the product BrC1=NC=2N(C=3N(C(C2N1)=O)C(=NN3)S(=O)C)CCCCC (7-bromo-3-(methylsulfinyl)-9-pentyl-6,9-dihydro-5H-[1,2,4]triazolo[4,3-a]purin-5-one). As a reaction SMILES: [CH3:1][S:2]([C:4]1[N:8]2[C:9](=[O:21])[C:10]3[NH:11][CH:12]=[N:13][C:14]=3[N:15]([CH2:16][CH2:17][CH2:18][CH2:19][CH3:20])[C:7]2=[N:6][N:5]=1)=[O:3].CS(C1N2C(=O)C3NC=NC=3N(CCCCC)C2=NN=1)(=O)=O.[Br:44]N1C(=O)CCC1=O>C1COCC1.O>[Br:44][C:12]1[NH:11][C:10]2[C:9](=[O:21])[N:8]3[C:4]([S:2]([CH3:1])=[O:3])=[N:5][N:6]=[C:7]3[N:15]([CH2:16][CH2:17][CH2:18][CH2:19][CH3:20])[C:14]=2[N:13]=1. Reported procedure: To a mixture of 3-(methylsulfinyl)-9-pentyl-6,9-dihydro-5h-[1,2,4]triazolo[4,3-a]purin-5-one and 3-(methylsulfonyl)-9-pentyl-6,9-dihydro-5h-[1,2,4]triazolo[4,3-a]purin-5-one (3:2, 125 mg, 0.40 mmol) in THF (3 mL) was added N-bromosuccinimide (82.3 mg, 0.462 mmol). The mixture was stirred at 70° C. for 3 hours. The reaction was diluted with water and extracted with ethyl acetate three times, dried with sodium sulfate, filtered, and concentrated in vacuo. The crude residue was purified by Prep LCM... Starting materials: ClC=1C=NC=C(C1C)Cl (3,5-dichloro-4-methyl-pyridine), ClC1=NN=C(C2=CC(=CC=C12)OC)CC (1-chloro-4-ethyl-6-methoxy-phthalazine), [H-].[Na+] (NaH), oil. Run in CN(C)C=O (DMF), CN(C)C=O (DMF). Yields the product ClC=1C=NC=C(C1CC1=NN=C(C2=CC(=CC=C12)OC)CC)Cl (1-(3,5-Dichloro-pyridin-4-ylmethyl)-4-ethyl-6-methoxy-phthalazine). Isolated yield 35.2%. RXN SMILES: [Cl:1][C:2]1[CH:3]=[N:4][CH:5]=[C:6]([Cl:9])[C:7]=1[CH3:8].[H-].[Na+].Cl[C:13]1[C:22]2[C:17](=[CH:18][C:19]([O:23][CH3:24])=[CH:20][CH:21]=2)[C:16]([CH2:25][CH3:26])=[N:15][N:14]=1>CN(C=O)C>[Cl:1][C:2]1[CH:3]=[N:4][CH:5]=[C:6]([Cl:9])[C:7]=1[CH2:8][C:13]1[C:22]2[C:17](=[CH:18][C:19]([O:23][CH3:24])=[CH:20][CH:21]=2)[C:16]([CH2:25][CH3:26])=[N:15][N:14]=1 |f:1.2|. Procedure: Operating substantially as described in example 5 starting from 3,5-dichloro-4-methyl-pyridine (1.75 g, 10.77 mmoles), dry DMF (20 ml), 60% NaH in oil (0.26 g, 10.77 mmoles) and 1-chloro-4-ethyl-6-methoxy-phthalazine (1.2 g, 5.39 mmoles), prepared as described in example 10, in DMF (25 ml), 0.66 g of the title compound were obtained (yield: 36%). m.p.: 136-138° C. Reactants: ClC1=NC(=CC2=C(C=CC=C12)OC)NC1=NNC(=C1)C ((1-chloro-5-methoxy-isoquinolin-3-yl)-(5-methyl-1H-pyrazol-3-yl)-amine), CN1N=CC(=C1)B(O)O (N-methyl-pyrazole-4-boronic acid). Product: CC1=CC(=NN1)NC=1N=C(C2=CC=CC(=C2C1)OC)C=1C=NNC1 ((5-methyl-1H-pyrazol-3-yl)-[1-(1H-pyrazol-4-yl)-5-methoxy-isoquinolin-3-yl]-amine). As a reaction SMILES: Cl[C:2]1[C:11]2[C:6](=[C:7]([O:12][CH3:13])[CH:8]=[CH:9][CH:10]=2)[CH:5]=[C:4]([NH:14][C:15]2[CH:19]=[C:18]([CH3:20])[NH:17][N:16]=2)[N:3]=1.C[N:22]1[CH:26]=[C:25](B(O)O)[CH:24]=[N:23]1>>[CH3:20][C:18]1[NH:17][N:16]=[C:15]([NH:14][C:4]2[N:3]=[C:2]([C:25]3[CH:26]=[N:22][NH:23][CH:24]=3)[C:11]3[C:6]([CH:5]=2)=[C:7]([O:12][CH3:13])[CH:8]=[CH:9][CH:10]=3)[CH:19]=1. Procedure details: Similar procedure as described in example 131 was used, starting from (1-chloro-5-methoxy-isoquinolin-3-yl)-(5-methyl-1H-pyrazol-3-yl)-amine and N-methyl-pyrazole-4-boronic acid to give (5-methyl-1H-pyrazol-3-yl)-[1-(1H-pyrazol-4-yl)-5-methoxy-isoquinolin-3-yl]-amine. LC-MS m/e 335(MH+). The reactants are C(C)(=O)O[C@]1(C(C)=O)CC[C@H]2[C@@H]3C=CC4=CC([C@H]5[C@@H]([C@]4(C)[C@H]3C[C@@H]([C@]12C)Cl)C5)=O (17α-acetoxy-12α-chloro-1α,2α-methylene-4,6-pregnadiene-3,20-dione), C1=CC=C(C=C1)C2=CC=CC=C2.C1=CC=C(C=C1)OC2=CC=CC=C2 (Dowtherm). Product: Cl[C@H]1C[C@@H]2[C@]3([C@@H]4[C@H](CC=C3C=C[C@H]2[C@@H]2CC=C(CC)[C@@]12C)C4)C (12α-chloro-1α,2α-methylene-4,6,16-pregnatriene). Yield: 63.4%. Reaction SMILES: C(O[C@:5]1([C@:25]2([CH3:26])[C@H:11]([C@H:12]3[C@H:22]([CH2:23][C@@H:24]2[Cl:27])[C@:20]2([CH3:21])[C:15](=[CH:16][C:17](=O)[C@@H:18]4[CH2:28][C@@H:19]42)[CH:14]=[CH:13]3)[CH2:10][CH2:9]1)[C:6](=O)[CH3:7])(=O)C.C1C=CC(C2C=CC=CC=2)=CC=1.C1C=CC(OC2C=CC=CC=2)=CC=1>>[Cl:27][C@@H:24]1[C@@:25]2([CH3:26])[C@@H:11]([CH2:10][CH:9]=[C:5]2[CH2:6][CH3:7])[C@H:12]2[C@@H:22]([C@:20]3([CH3:21])[C:15]([CH:14]=[CH:13]2)=[CH:16][CH2:17][C@@H:18]2[CH2:28][C@H:19]32)[CH2:23]1 |f:1.2|. Procedure: One gram of 17α-acetoxy-12α-chloro-1α,2α-methylene-4,6-pregnadiene-3,20-dione is treated analogously to Example 1 in "Dowtherm" for 1 hour at 280° C. and worked up. Recrystallization from isopropyl ether yields 500 mg of 12α-chloro-1α,2α-methylene-4,6,16-pregnatriene (61% of theory). The reactants are BrC1=C2CCC(C2=C(C(=C1)C)C)=O (4-bromo-6,7-dimethyl-1-indanone), [Cu]C#N (copper(I) cyanide), iron(HI) chloride hexahydrate. The solvent is C1(=CC=CC=C1)C (toluene), O (water), CN(C)C=O (DMF), O (water), Cl (hydrochloric acid), C1(=CC=CC=C1)C (toluene). Reaction conditions: time 6 hour. Product: C(#N)C1=C2CCC(C2=C(C(=C1)C)C)=O (4-Cyano-6,7-dimethyl-1-indanone). RXN SMILES: Br[C:2]1[CH:10]=[C:9]([CH3:11])[C:8]([CH3:12])=[C:7]2[C:3]=1[CH2:4][CH2:5][C:6]2=[O:13].[Cu][C:15]#[N:16]>CN(C=O)C.O.Cl.C1(C)C=CC=CC=1>[C:15]([C:2]1[CH:10]=[C:9]([CH3:11])[C:8]([CH3:12])=[C:7]2[C:3]=1[CH2:4][CH2:5][C:6]2=[O:13])#[N:16]. Procedure: A mixture of 17.8 g (74.5 mmol) of 4-bromo-6,7-dimethyl-1-indanone [J. Het. Chem. 24, 677 (1987)] and 7.3 g (82 mmol) of copper(I) cyanide in 18 ml of DMF is stirred for 6 hours at 170°. The reaction mixture is then cooled to 100° and 200 ml of toluene and a solution of 31.2 g of iron(HI) chloride hexahydrate in 47 ml of water and 8.2 ml of concentrated hydrochloric acid are added in succession thereto. The reaction mixture is stirred for 20 minutes at 70°, cooled and diluted with toluene and wa... The reactants are 12, C1(=CC=CC=C1)C(N1CCN(CC1)CCCN1C(=NC2=C1C=CC=C2)NC(OC)=O)C2=CC=CC=C2 (methyl [1-{3-[4-(diphenylmethyl)-1-piperazinyl]propyl}-1H-benzimidazol-2-yl]carbamate), Cl (hydrochloric acid). The solvent is C(C)O (ethanol). Yields the product C1(=CC=CC=C1)C(N1CCN(CC1)CCCN1C(=NC2=C1C=CC=C2)N)C2=CC=CC=C2 (1-{3-[4-(diphenylmethyl)-1-piperazinyl]propyl}-1H-benzimidazol-2-amine). Reaction SMILES: [C:1]1([CH:7]([C:31]2[CH:36]=[CH:35][CH:34]=[CH:33][CH:32]=2)[N:8]2[CH2:13][CH2:12][N:11]([CH2:14][CH2:15][CH2:16][N:17]3[C:21]4[CH:22]=[CH:23][CH:24]=[CH:25][C:20]=4[N:19]=[C:18]3[NH:26]C(=O)OC)[CH2:10][CH2:9]2)[CH:6]=[CH:5][CH:4]=[CH:3][CH:2]=1.Cl>C(O)C>[C:31]1([CH:7]([C:1]2[CH:6]=[CH:5][CH:4]=[CH:3][CH:2]=2)[N:8]2[CH2:13][CH2:12][N:11]([CH2:14][CH2:15][CH2:16][N:17]3[C:21]4[CH:22]=[CH:23][CH:24]=[CH:25][C:20]=4[N:19]=[C:18]3[NH2:26])[CH2:10][CH2:9]2)[CH:32]=[CH:33][CH:34]=[CH:35][CH:36]=1. Reported procedure: A mixture of 12 parts of methyl [1-{3-[4-(diphenylmethyl)-1-piperazinyl]propyl}-1H-benzimidazol-2-yl]carbamate, 60 parts of a concentrated hydrochloric acid solution and 80 parts of ethanol is stirred and refluxed overnight. The reaction mixture is evaporated and water is added to the residue. The free base is liberated in the conventional manner with ammonium hydroxide and extracted with trichloromethane. The extract is dried, filtered and evaporated. The residue is crystallized from ethanol. T... The reactants are C(C)(=O)O[C@H]1[C@@H](O[C@@H]([C@H]([C@@H]1OC(C)=O)OC(C)=O)COC(C)=O)OC1=CC=CC2=C1C(=CO2)CCC2=CC(=CC=C2)OCCO (4-(2,3,4,6-tetra-O-acetyl-β-D-glucopyranosyloxy)-3-{2-[3-(2-hydroxyethoxy)phenyl]ethyl}benzofuran), NC(CO)(C)C (2-amino-2-methyl-1-propanol), NCCO (2-aminoethanol). The product is [C@@H]1([C@H](O)[C@@H](O)[C@H](O)[C@H](O1)CO)OC1=CC=CC2=C1C(=CO2)CCC2=CC(=CC=C2)OCCNC(CO)(C)C (4-(β-D-Glucopyranosyloxy)-3-[2-(3-{2-[2-hydroxy-1,1-di(methyl)ethylamino]ethoxy}phenyl)ethyl]benzofuran). RXN SMILES: C([O:4][C@@H:5]1[C@@H:10]([O:11]C(=O)C)[C@H:9]([O:15]C(=O)C)[C@@H:8]([CH2:19][O:20]C(=O)C)[O:7][C@H:6]1[O:24][C:25]1[C:30]2[C:31]([CH2:34][CH2:35][C:36]3[CH:41]=[CH:40][CH:39]=[C:38]([O:42][CH2:43][CH2:44]O)[CH:37]=3)=[CH:32][O:33][C:29]=2[CH:28]=[CH:27][CH:26]=1)(=O)C.[NH2:46][C:47]([CH3:51])([CH3:50])[CH2:48][OH:49].NCCO>>[C@@H:6]1([O:24][C:25]2[C:30]3[C:31]([CH2:34][CH2:35][C:36]4[CH:41]=[CH:40][CH:39]=[C:38]([O:42][CH2:43][CH2:44][NH:46][C:47]([CH3:51])([CH3:50])[CH2:48][OH:49])[CH:37]=4)=[CH:32][O:33][C:29]=3[CH:28]=[CH:27][CH:26]=2)[O:7][C@H:8]([CH2:19][OH:20])[C@@H:9]([OH:15])[C@H:10]([OH:11])[C@H:5]1[OH:4]. Procedure: The title compound was prepared in a similar manner to that described in Example 21 using 4-(2,3,4,6-tetra-O-acetyl-β-D-glucopyranosyloxy)-3-{2-[3-(2-hydroxyethoxy)phenyl]ethyl}benzofuran and 2-amino-2-methyl-1-propanol instead of 4-(2,3,4,6-tetra-O-acetyl-β-D-glucopyranosyloxy)-3-{2-[4-(3-hydroxypropoxy)phenyl]ethyl}benzofuran and 2-aminoethanol, respectively. Starting materials: O=C1C=2C=NC=CC2C=2C3=C(N=C(C12)OS(=O)(=O)C1=CC=C(C=C1)C)C=CC=C3 (toluene-4-sulfonic acid 7-oxo-7H-5,9-diaza-benzo[c]fluoren-6-yl ester), NCCN(CCCN(C)CCN)C (N,N′-bis-(2-amino-ethyl)-N,N′-dimethyl-propane-1,3-diamine). Procedure: A mixture of toluene-4-sulfonic acid 7-oxo-7H-5,9-diaza-benzo[c]fluoren-6-yl ester (102 mg) (the compound of Reference Example 6c-2) and N,N′-bis-(2-amino-ethyl)-N,N′-dimethyl-propane-1,3-diamine (0.8 ml) was stirred at 50° C. for 20 minutes. The reaction mixture was diluted with dichloromethane. The solution was washed with saturated NaHCO3 solution and dried over magnesium sulfate. The organic layer was evaporated to dryness. The residue was purified by silica gel column chromatography develop... Conditions: temperature 50 celsius, time 20 minute. Solvent: ClCCl (dichloromethane). Product: NCCN(CCCN(CCNC1=NC2=C(C=3C=4C=CN=CC4C(C13)=O)C=CC=C2)C)C (6-[2-({3-[(2-amino-ethyl)-methyl-amino]-propyl}-methyl-amino)-ethylamino]-5,9-diaza-benzo[c]fluoren-7-one). RXN SMILES: [O:1]=[C:2]1[C:14]2[C:13](OS(C3C=CC(C)=CC=3)(=O)=O)=[N:12][C:11]3[CH:26]=[CH:27][CH:28]=[CH:29][C:10]=3[C:9]=2[C:8]2[CH:7]=[CH:6][N:5]=[CH:4][C:3]1=2.[NH2:30][CH2:31][CH2:32][N:33]([CH3:42])[CH2:34][CH2:35][CH2:36][N:37]([CH2:39][CH2:40][NH2:41])[CH3:38]>ClCCl>[NH2:41][CH2:40][CH2:39][N:37]([CH3:38])[CH2:36][CH2:35][CH2:34][N:33]([CH3:42])[CH2:32][CH2:31][NH:30][C:13]1[C:14]2[C:2](=[O:1])[C:3]3[CH:4]=[N:5][CH:6]=[CH:7][C:8]=3[C:9]=2[C:10]2[CH:29]=[CH:28][CH:27]=[CH:26][C:11]=2[N:12]=1. Reactants: ClC1=CC=CC=C1 (chlorobenzene), ClC1=C(C(=O)O)C=CC(=C1)[N+](=O)[O-] (2-chloro-4-nitrobenzoic acid). The solvent is C1=CC=CC=C1 (benzene). Yields the product ClC1=C(C(=O)C2=CC=C(C=C2)Cl)C=CC(=C1)[N+](=O)[O-] (2,4'-dichloro-4-nitrobenzophenone). Isolated yield 50.0%. RXN SMILES: [Cl:1][C:2]1[CH:7]=[CH:6][CH:5]=[CH:4][CH:3]=1.[Cl:8][C:9]1[CH:17]=[C:16]([N+:18]([O-:20])=[O:19])[CH:15]=[CH:14][C:10]=1[C:11]([OH:13])=O>C1C=CC=CC=1>[Cl:8][C:9]1[CH:17]=[C:16]([N+:18]([O-:20])=[O:19])[CH:15]=[CH:14][C:10]=1[C:11]([C:5]1[CH:6]=[CH:7][C:2]([Cl:1])=[CH:3][CH:4]=1)=[O:13]. Procedure details: Repeating Example 21 in every detail except that a chlorobenzene solution of 2-chloro-4-nitrobenzoic acid was employed in lieu of the benzene solution of the same, there is obtained a 50% yield of 2,4'-dichloro-4-nitrobenzophenone in good yield and purity having a melting point of 117° - 117.5° C. Starting materials: NC[C@H](CN1CCC(CC1)OC1=CC(=C(C=C1)Cl)Cl)O ((2R)-1-amino-3-[4-(3,4-dichlorophenoxy)piperidin-1-yl]propan-2-ol), FC=1C=CC=2N(C1)C=C(N2)C(=O)O (6-fluoroimidazo[1,2-a]pyridine-2-carboxylic acid). Yields the product ClC=1C=C(OC2CCN(CC2)C[C@@H](CNC(=O)C=2N=C3N(C=C(C=C3)F)C2)O)C=CC1Cl (N-{(2R)-3-[4-(3,4-Dichlorophenoxy)piperidin-1-yl]-2-hydroxypropyl}-6-fluoroimidazo[1,2-a]pyridine-2-carboxamide), solid. RXN SMILES: [NH2:1][CH2:2][C@@H:3]([OH:20])[CH2:4][N:5]1[CH2:10][CH2:9][CH:8]([O:11][C:12]2[CH:17]=[CH:16][C:15]([Cl:18])=[C:14]([Cl:19])[CH:13]=2)[CH2:7][CH2:6]1.[F:21][C:22]1[CH:23]=[CH:24][C:25]2[N:26]([CH:28]=[C:29]([C:31](O)=[O:32])[N:30]=2)[CH:27]=1>>[Cl:19][C:14]1[CH:13]=[C:12]([CH:17]=[CH:16][C:15]=1[Cl:18])[O:11][CH:8]1[CH2:9][CH2:10][N:5]([CH2:4][C@H:3]([OH:20])[CH2:2][NH:1][C:31]([C:29]2[N:30]=[C:25]3[CH:24]=[CH:23][C:22]([F:21])=[CH:27][N:26]3[CH:28]=2)=[O:32])[CH2:6][CH2:7]1. Reported procedure: Prepared as described in Example 1 from (2R)-1-amino-3-[4-(3,4-dichlorophenoxy)piperidin-1-yl]propan-2-ol (0.1 g) and 6-fluoroimidazo[1,2-a]pyridine-2-carboxylic acid (0.056 g). Title compound obtained as white solid (0.076 g).